From a dataset of the Open Reaction Database (ORD), a public repository of structured organic reaction records. describe an organic reaction: reactants, conditions, products, and yield The reactants are FC(C(=O)O)(F)F.COC([C@@H](N)CCC1=CC=CC=C1)=O ((L)-homophenylalanine methyl ester trifluoroacetic acid salt), OC1=CC=CC=2NN=NC21 (hydroxybenzotriazole), Cl.CN(CCCN=C=NCC)C (1-(3-dimethylaminopropyl)-3-ethylcarbodiimide hydrochloride), CN1CCOCC1 (N-methylmorpholine), BrC(C(=O)O)CCC (2-bromovaleric acid). Run in ClCCl (dichloromethane), CCCCCC.C(C)(=O)OCC (hexane ethyl acetate), CCCCCC.C(C)(=O)OCC (hexane ethyl acetate). Reaction conditions: time 1 hour. Product: COC([C@@H](NC(C(CCC)Br)=O)CCC1=CC=CC=C1)=O (2-bromopentanoyl-(L)-homophenylalanine methyl ester). RXN SMILES: FC(F)(F)C(O)=O.[CH3:8][O:9][C:10](=[O:21])[C@H:11]([CH2:13][CH2:14][C:15]1[CH:20]=[CH:19][CH:18]=[CH:17][CH:16]=1)[NH2:12].CN1CCOCC1.[Br:29][CH:30]([CH2:34][CH2:35][CH3:36])[C:31](O)=[O:32].OC1C2N=NNC=2C=CC=1.Cl.CN(C)CCCN=C=NCC>CCCCCC.C(OCC)(=O)C.ClCCl>[CH3:8][O:9][C:10](=[O:21])[C@H:11]([CH2:13][CH2:14][C:15]1[CH:20]=[CH:19][CH:18]=[CH:17][CH:16]=1)[NH:12][C:31](=[O:32])[CH:30]([Br:29])[CH2:34][CH2:35][CH3:36] |f:0.1,5.6,7.8|. Procedure details: Combine (L)-homophenylalanine methyl ester trifluoroacetic acid salt (3.6 g, 10 mmol), N-methylmorpholine (3.3 mL, 30 mmol), and dichloromethane (20 mL). Add 2-bromovaleric acid (2.0 mL, 15.3 mmol), hydroxybenzotriazole (2.07 g, 15.3 mmol), and 1-(3-dimethylaminopropyl)-3-ethylcarbodiimide hydrochloride (2.93 g, 15.3 mmol). After 1 hour, partition the reaction mixture between methyl t-butyl ether and an aqueous 5% sulfuric acid solution. Separate the layers, extract the organic layer with a satu... The reactants are C(C)(C)C1=CC=CC1 (isopropylcyclopentadiene), N1CCCC1 (pyrrolidine). Run in CC(=O)C (acetone). The product is C(C)(C)C=1C=CC(C1)=C(C)C (3-isopropyl-6,6-dimethylfulvene). RXN SMILES: [CH:1]([C:4]1[CH2:8][CH:7]=[CH:6][CH:5]=1)([CH3:3])[CH3:2].N1C[CH2:12][CH2:11][CH2:10]1>CC(C)=O>[CH:1]([C:4]1[CH:8]=[CH:7][C:6](=[C:11]([CH3:12])[CH3:10])[CH:5]=1)([CH3:3])[CH3:2]. Procedure details: Therefore, 1,3-diisopropylcyclopentadiene was selected as the starting point for the synthesis. Unfortunately, the reported syntheses of 1,3-diisopropylcyclopentadiene gave low yields since the final step was always separation of the 1,3 product from the 1,2 product. A more selective method was found by extension of work by Nile in which he prepared a number of 1,3 disubstituted cyclopentadienes using a fulvene route. Using this method, reaction of isopropylcyclopentadiene with acetone catalyzed... Reactants: C([O-])([O-])=O.[K+].[K+] (potassium carbonate), CN1C(N=C(N=C1SC)C1=CC=NC=C1)=O (1-Methyl-6-methylsulfanyl-4-pyridin-4-yl-1H-[1,3,5]triazin-2-one), C([O-])([O-])=O.[K+].[K+] (potassium carbonate), Cl.NCC(=O)C1=CC=CC=C1 (2-Amino-1-phenyl-ethanone hydrochloride). Solvent: CC(CCO)C (3-methyl-1-butanol). Reaction conditions: temperature 120 celsius, time 1 hour. Yields the product CN1C(N=C(N=C1NCC(C1=CC=CC=C1)=O)C1=CC=NC=C1)=O (1-Methyl-6-(2-oxo-2-phenyl-ethylamino)-4-pyridin-4-yl-1H-[1,3,5]triazin-2-one). Reaction SMILES: [CH3:1][N:2]1[C:7](SC)=[N:6][C:5]([C:10]2[CH:15]=[CH:14][N:13]=[CH:12][CH:11]=2)=[N:4][C:3]1=[O:16].Cl.[NH2:18][CH2:19][C:20]([C:22]1[CH:27]=[CH:26][CH:25]=[CH:24][CH:23]=1)=[O:21].C(=O)([O-])[O-].[K+].[K+]>CC(C)CCO>[CH3:1][N:2]1[C:7]([NH:18][CH2:19][C:20](=[O:21])[C:22]2[CH:27]=[CH:26][CH:25]=[CH:24][CH:23]=2)=[N:6][C:5]([C:10]2[CH:15]=[CH:14][N:13]=[CH:12][CH:11]=2)=[N:4][C:3]1=[O:16] |f:1.2,3.4.5|. Procedure: To a suspension of 0.12 g (0.51 mmol) of 1-Methyl-6-methylsulfanyl-4-pyridin-4-yl-1H-[1,3,5]triazin-2-one in 1 mL of 3-methyl-1-butanol was added 0.088 g (0.51 mmol) of 2-Amino-1-phenyl-ethanone hydrochloride (commercially available). To the resulting mixture was added 7.1 mg (0.051 mmol) of potassium carbonate. The resulting mixture was stirred at 120° C. for 1 h. Then, 7.1 mg (0.051 mmol) of potassium carbonate were added each hour during 2 h.